Dataset: the Open Reaction Database (ORD), a public repository of structured organic reaction records. Task: describe an organic reaction: reactants, conditions, products, and yield Reactants: C(C)OC(C1=CN=C(C(=C1)Cl)N1CCN(CC1)C1=NC(=NC(=C1)C1=CC=C(C=C1)F)N1C(CCC1)C)=O (5-chloro-6-{4-[6-(4-fluoro-phenyl)2-(2-methyl-pyrrolidin-1-yl)-pyrimidin-4-yl]-piperazin-1-yl}-nicotinic acid ethyl ester), O (water), Cl (HCl), [Li+].[OH-] (LiOH). The solvent is C1CCOC1 (THF), CCO (EtOH). Reaction conditions: temperature 55 celsius. Product: ClC=1C(=NC=C(C(=O)O)C1)N1CCN(CC1)C1=NC(=NC(=C1)C1=CC=C(C=C1)F)N1C(CCC1)C (5-Chloro-6-{4-[6-(4-fluoro-phenyl)-2-(2-methyl-pyrrolidin-1-yl)-pyrimidin-4-yl]-piperazin-1-yl}-nicotinic acid). RXN SMILES: C([O:3][C:4](=[O:37])[C:5]1[CH:10]=[C:9]([Cl:11])[C:8]([N:12]2[CH2:17][CH2:16][N:15]([C:18]3[CH:23]=[C:22]([C:24]4[CH:29]=[CH:28][C:27]([F:30])=[CH:26][CH:25]=4)[N:21]=[C:20]([N:31]4[CH2:35][CH2:34][CH2:33][CH:32]4[CH3:36])[N:19]=3)[CH2:14][CH2:13]2)=[N:7][CH:6]=1)C.O.[Li+].[OH-].Cl>C1COCC1.CCO>[Cl:11][C:9]1[C:8]([N:12]2[CH2:13][CH2:14][N:15]([C:18]3[CH:23]=[C:22]([C:24]4[CH:25]=[CH:26][C:27]([F:30])=[CH:28][CH:29]=4)[N:21]=[C:20]([N:31]4[CH2:35][CH2:34][CH2:33][CH:32]4[CH3:36])[N:19]=3)[CH2:16][CH2:17]2)=[N:7][CH:6]=[C:5]([CH:10]=1)[C:4]([OH:37])=[O:3] |f:2.3|. Procedure details: To a solution of 5-chloro-6-{4-[6-(4-fluoro-phenyl)2-(2-methyl-pyrrolidin-1-yl)-pyrimidin-4-yl]-piperazin-1-yl}-nicotinic acid ethyl ester (427 mg, 0.813 mmol) in THF, add water dropwise until the cloudiness almost persists. To this mixture add LiOH.H20 (350 mg, 8.13 mmol) followed by a small amount of EtOH. Heat the mixture at 55° C. for 2 h, and then concentrate under reduced pressure. Add a small amount of water to the residue, followed by 8.13 mmol of HCl (3M solution). Adjust the final pH t... The reactants are C(CCNC([C@H](O)C(C)(C)CO)=O)(=O)[O-].[Ca+2].C(CCNC([C@H](O)C(C)(C)CO)=O)(=O)[O-] (calcium pantothenate), Cl.Cl.NCCSSCCN (cystamine dihydrochloride), C1(CCCCC1)N=C=NC1CCCCC1 (dicyclohexylcarbodiimide). Solvent: N1=CC=CC=C1 (pyridine), O (water), N1=CC=CC=C1 (pyridine). Reaction conditions: time 1 hour. Product: CC(C)(CO)[C@H](C(=O)NCCC(=O)NCCSSCCNC(=O)CCNC(=O)[C@@H](C(C)(C)CO)O)O (pantethine). Yield: 69.2%. Reaction SMILES: [C:1]([O-:15])(=O)[CH2:2][CH2:3][NH:4][C:5](=[O:13])[C@@H:6]([C:8]([CH2:11][OH:12])([CH3:10])[CH3:9])[OH:7].[Ca+2].[C:17]([O-:31])(=O)[CH2:18][CH2:19][NH:20][C:21](=[O:29])[C@@H:22]([C:24]([CH2:27][OH:28])([CH3:26])[CH3:25])[OH:23].Cl.Cl.[NH2:34][CH2:35][CH2:36][S:37][S:38][CH2:39][CH2:40][NH2:41].C1(N=C=NC2CCCCC2)CCCCC1>N1C=CC=CC=1.O>[CH3:26][C:24]([C@@H:22]([OH:23])[C:21]([NH:20][CH2:19][CH2:18][C:17]([NH:34][CH2:35][CH2:36][S:37][S:38][CH2:39][CH2:40][NH:41][C:1]([CH2:2][CH2:3][NH:4][C:5]([C@H:6]([OH:7])[C:8]([CH2:11][OH:12])([CH3:9])[CH3:10])=[O:13])=[O:15])=[O:31])=[O:29])([CH2:27][OH:28])[CH3:25] |f:0.1.2,3.4.5|. Reported procedure: 11.9g. of calcium pantothenate, 6.8g. of cystamine dihydrochloride and 7.7g. of 1-hydroxylbenzotrizole were dissolved in 50ml. of pyridine and 10ml. of water, and thereafter pyridine (25ml.) solution of 10.5g. of dicyclohexylcarbodiimide was added thereto at a time, and the reaction was effected at a temperature below 10° C for 1 hour and then for 5 hours at a room temperature. Next the solvent was removed under a reduced pressure, the residue thereof was added with 50ml. of water, and the depos...